This data is from the Open Reaction Database (ORD), a public repository of structured organic reaction records. The task is: describe an organic reaction: reactants, conditions, products, and yield Reported procedure: Crude ethyl 4-hydrazinyl-2-(methylthio)-5-oxo-8-phenyl-5,6,7,8-tetrahydropyrido[2,3-d]pyrimidine-6-carboxylate (20 g), was dissolved in ethanol (300 mL). Aqueous sodium hydroxide (300 mL) (22.52 g, 563 mmol) was added. The reaction mixture was warmed to 60° C. and stirred for 3 h. Upon completion of the reaction (TLC, LCMS), ethanol was removed under reduced pressure and the aqueous layer was acidified using 10% citric acid. The aqueous layer was then extracted with dichloromethane (200 mL×3). T... Starting materials: N(N)C=1C2=C(N=C(N1)SC)N(CC(C2=O)C(=O)OCC)C2=CC=CC=C2 (ethyl 4-hydrazinyl-2-(methylthio)-5-oxo-8-phenyl-5,6,7,8-tetrahydropyrido[2,3-d]pyrimidine-6-carboxylate), [OH-].[Na+] (sodium hydroxide). Solvent: C(C)O (ethanol), C(C)O (ethanol). The yield is 114.1%. Reaction SMILES: [NH:1]([C:3]1[C:4]2[C:14](=O)[CH:13]([C:16]([O:18]CC)=[O:17])[CH2:12][N:11]([C:21]3[CH:26]=[CH:25][CH:24]=[CH:23][CH:22]=3)[C:5]=2[N:6]=[C:7]([S:9][CH3:10])[N:8]=1)[NH2:2].[OH-].[Na+]>C(O)C>[CH3:10][S:9][C:7]1[N:6]=[C:5]2[C:4]3[C:14](=[N:2][NH:1][C:3]=3[N:8]=1)[CH:13]([C:16]([OH:18])=[O:17])[CH2:12][N:11]2[C:21]1[CH:26]=[CH:25][CH:24]=[CH:23][CH:22]=1 |f:1.2|. Product: CSC=1N=C2N(CC(C3=NNC(N1)=C32)C(=O)O)C3=CC=CC=C3 (7-(methylthio)-5-phenyl-1,3,4,5-tetrahydro-1,2,5,6,8-pentaazaacenaphthylene-3-carboxylic acid). Conditions: temperature 60 celsius, time 3 hour. Reactants: FC=1C(=C2C(=NC1)N(C(=C2)C=2C=NN(C2)CC(=O)OCC)S(=O)(=O)C2=CC=C(C)C=C2)C2=CN=C(S2)C2(CCC2)O (ethyl 2-(4-(5-fluoro-4-(2-(1-hydroxycyclobutyl)thiazol-5-yl)-1-tosyl-1H-pyrrolo[2,3-b]pyridin-2-yl)-1H-pyrazol-1-yl)acetate), [OH-].[Na+] (sodium hydroxide). Solvent: CO (methanol). Yields the product FC=1C(=C2C(=NC1)NC(=C2)C=2C=NN(C2)CC(=O)O)C2=CN=C(S2)C2(CCC2)O (2-(4-(5-fluoro-4-(2-(1-hydroxycyclobutyl)thiazol-5-yl)-1H-pyrrolo[2,3-b]pyridin-2-yl)-1H-pyrazol-1-yl)acetic acid). As a reaction SMILES: [F:1][C:2]1[C:3]([C:32]2[S:36][C:35]([C:37]3([OH:41])[CH2:40][CH2:39][CH2:38]3)=[N:34][CH:33]=2)=[C:4]2[CH:10]=[C:9]([C:11]3[CH:12]=[N:13][N:14]([CH2:16][C:17]([O:19]CC)=[O:18])[CH:15]=3)[N:8](S(C3C=CC(C)=CC=3)(=O)=O)[C:5]2=[N:6][CH:7]=1.[OH-].[Na+]>CO>[F:1][C:2]1[C:3]([C:32]2[S:36][C:35]([C:37]3([OH:41])[CH2:38][CH2:39][CH2:40]3)=[N:34][CH:33]=2)=[C:4]2[CH:10]=[C:9]([C:11]3[CH:12]=[N:13][N:14]([CH2:16][C:17]([OH:19])=[O:18])[CH:15]=3)[NH:8][C:5]2=[N:6][CH:7]=1 |f:1.2|. Procedure: A solution of ethyl 2-(4-(5-fluoro-4-(2-(1-hydroxycyclobutyl)thiazol-5-yl)-1-tosyl-1H-pyrrolo[2,3-b]pyridin-2-yl)-1H-pyrazol-1-yl)acetate (Example 65A) (734 mg, 1.232 mmol) in methanol (8.2 mL) and 2N aqueous sodium hydroxide solution (2.16 mL, 4.31 mmol) was heated by microwave irradiation (Biotage, Initiator) in a sealed vessel to 105° C. for 5 minutes. The reaction was cooled to room temperature and concentrated to a volume of 2 mL. The solution was diluted with 10% aqueous HCl. The solid was... Reactants: C(=C1CCC(Cc2ccccc2)CC1)c1nc2ccccc2[nH]1, ClC(Cl)Cl, [Na+], [OH-], O, OO. Yields the product OC(c1nc2ccccc2[nH]1)C1CCC(Cc2ccccc2)CC1. Reaction SMILES: [CH2:1]([c:2]1[cH:3][cH:4][cH:5][cH:6][cH:7]1)[CH:8]1[CH2:9][CH2:10][C:11](=[CH:14][c:15]2[n:16][c:17]3[c:18]([nH:19]2)[cH:20][cH:21][cH:22][cH:23]3)[CH2:12][CH2:13]1.[CH:29]([Cl:30])([Cl:31])[Cl:32].[Na+:26].[OH-:25].[OH2:24].[OH:27][OH:28]>>[CH2:1]([c:2]1[cH:3][cH:4][cH:5][cH:6][cH:7]1)[CH:8]1[CH2:9][CH2:10][CH:11]([CH:14]([c:15]2[n:16][c:17]3[c:18]([nH:19]2)[cH:20][cH:21][cH:22][cH:23]3)[OH:24])[CH2:12][CH2:13]1.